Dataset: the Open Reaction Database (ORD), a public repository of structured organic reaction records. Task: describe an organic reaction: reactants, conditions, products, and yield Starting materials: BrC=1C=C2CCC(C2=CC1)O (5-bromo-indan-1-ol), N1=CC=CC=C1 (pyridine), S(=O)(Cl)Cl (thionyl chloride). Run in C(Cl)Cl (CH2Cl2). Conditions: time 1 hour. Product: BrC=1C=C2CCC(C2=CC1)Cl (5-Bromo-1-chloro-indan). RXN SMILES: [Br:1][C:2]1[CH:3]=[C:4]2[C:8](=[CH:9][CH:10]=1)[CH:7](O)[CH2:6][CH2:5]2.N1C=CC=CC=1.S(Cl)([Cl:20])=O>C(Cl)Cl>[Br:1][C:2]1[CH:3]=[C:4]2[C:8](=[CH:9][CH:10]=1)[CH:7]([Cl:20])[CH2:6][CH2:5]2. Procedure: To a solution of 5-bromo-indan-1-ol (2.0 grams, 9.38 mmol) and pyridine (1.6 mL, 20 mmol)in CH2Cl2 (20 mL) at 0° C. was added thionyl chloride (2.2 grams, 1.30 mL, 18.7 mmol). The reaction mixture was allowed to warm slowly to room temperature. After 1 hour, the reaction mixture was cooled to 0° C., quenched with saturated aqueous NaHCO3 (10 mL) and diluted with CH2Cl2 (100 mL). The organic layer was separated and washed with saturated NaHCO3 (1×25 mL) and saturated aqueous NaCl (1×25 mL), dried... Reactants: Cl.Cl.COC([C@@H](N)CC=1N=C(SC1)N)=O (3-(2-Amino-4-thiazolyl)-L-alanine methyl ester dihydrochloride), N1(CCOCC1)S(=O)(=O)N[C@@H](CC1=CC=CC=C1)C(=O)O (N-(4-morpholinylsulfonyl)-L-phenylalanine), OC1=CC=CC=2NN=NC21 (hydroxybenzotriazole), C1(CCCCC1)N=C=NC1CCCCC1 (dicyclohexylcarbodiimide). Run in CN(C=O)C (dimethylformamide), C(C)(=O)OCC (ethyl acetate), C(C)N(CC)CC (Triethylamine), C(C)(=O)OCC (ethyl acetate). Run at temperature 5 celsius, time 8 hour. The product is Cl.COC([C@@H](NC([C@@H](NS(=O)(=O)N1CCOCC1)CC1=CC=CC=C1)=O)CC=1N=C(SC1)N)=O (N-(4-morpholinyl-sulfonyl)-L-phenylalanyl 3-(2-amino-4-thiazolyl)-L-alanine methyl ester monohydrochloride). RXN SMILES: [ClH:1].Cl.[CH3:3][O:4][C:5](=[O:15])[C@H:6]([CH2:8][C:9]1[N:10]=[C:11]([NH2:14])[S:12][CH:13]=1)[NH2:7].[N:16]1([S:22]([NH:25][C@H:26]([C:34](O)=[O:35])[CH2:27][C:28]2[CH:33]=[CH:32][CH:31]=[CH:30][CH:29]=2)(=[O:24])=[O:23])[CH2:21][CH2:20][O:19][CH2:18][CH2:17]1.OC1C2N=NNC=2C=CC=1.C1(N=C=NC2CCCCC2)CCCCC1>C(OCC)(=O)C.C(N(CC)CC)C.CN(C)C=O>[ClH:1].[CH3:3][O:4][C:5](=[O:15])[C@H:6]([CH2:8][C:9]1[N:10]=[C:11]([NH2:14])[S:12][CH:13]=1)[NH:7][C:34](=[O:35])[C@H:26]([CH2:27][C:28]1[CH:29]=[CH:30][CH:31]=[CH:32][CH:33]=1)[NH:25][S:22]([N:16]1[CH2:21][CH2:20][O:19][CH2:18][CH2:17]1)(=[O:24])=[O:23] |f:0.1.2,9.10|. Reported procedure: 3-(2-Amino-4-thiazolyl)-L-alanine methyl ester dihydrochloride, 12 kg (43.8 mol), 13.8 kg of N-(4-morpholinylsulfonyl)-L-phenylalanine (European Published Patent Application 0399556), 6.0 kg of hydroxybenzotriazole (HOBT), and 110 L of dimethylformamide are charged into a 800 L reactor and cooled to 5° C. Triethylamine, 9.4 kg, is charged over 10 minutes and cooled to 5° C. A solution of 9.5 kg of dicyclohexylcarbodiimide in 350 L of ethyl acetate is charged into the reaction mixture over a 15 m... Starting materials: ClC(Cl)Cl, CCOC(=O)C(C)(C)CCC(NCc1cnc2cc3c(cc2c1)CC1(C3)C(=O)Nc2ncccc21)c1cc(F)cc(F)c1. Yields the product CC1(C)CCC(c2cc(F)cc(F)c2)N(Cc2cnc3cc4c(cc3c2)CC2(C4)C(=O)Nc3ncccc32)C1=O. Reaction SMILES: [CH:44]([Cl:45])([Cl:46])[Cl:47].[F:1][c:2]1[cH:3][c:4]([CH:9]([CH2:10][CH2:11][C:12]([C:13]([O:15][CH2:14][CH3:16])=[O:17])([CH3:18])[CH3:19])[NH:20][CH2:21][c:22]2[cH:23][n:24][c:25]3[cH:26][c:27]4[c:28]([cH:29][c:30]3[cH:31]2)[CH2:32][C:33]2([CH2:34]4)[C:35](=[O:43])[NH:36][c:37]3[n:38][cH:39][cH:40][cH:41][c:42]32)[cH:5][c:6]([F:8])[cH:7]1>>[F:1][c:2]1[cH:3][c:4]([CH:9]2[CH2:10][CH2:11][C:12]([CH3:18])([CH3:19])[C:13](=[O:15])[N:20]2[CH2:21][c:22]2[cH:23][n:24][c:25]3[cH:26][c:27]4[c:28]([cH:29][c:30]3[cH:31]2)[CH2:32][C:33]2([CH2:34]4)[C:35](=[O:43])[NH:36][c:37]3[n:38][cH:39][cH:40][cH:41][c:42]32)[cH:5][c:6]([F:8])[cH:7]1. Starting materials: COC(COC1=C(C=C(C(=C1)OC)SCC1=CC=C(C=C1)C1=CC=C(C=C1)C(F)(F)F)C)=O ([5-Methoxy-2-methyl-4-(4′-trifluoromethyl-biphenyl-4-ylmethylsulfanyl)-phenoxy]-acetic acid methyl ester). The solvent is O (H2O). The product is COC=1C(=CC(=C(OCC(=O)O)C1)C)SCC1=CC=C(C=C1)C1=CC=C(C=C1)C(F)(F)F ([5-Methoxy-2-methyl-4-(4′-trifluoromethyl-biphenyl-4-ylmethylsulfanyl)-phenoxy]-acetic acid). As a reaction SMILES: C[O:2][C:3](=[O:33])[CH2:4][O:5][C:6]1[CH:11]=[C:10]([O:12][CH3:13])[C:9]([S:14][CH2:15][C:16]2[CH:21]=[CH:20][C:19]([C:22]3[CH:27]=[CH:26][C:25]([C:28]([F:31])([F:30])[F:29])=[CH:24][CH:23]=3)=[CH:18][CH:17]=2)=[CH:8][C:7]=1[CH3:32]>O>[CH3:13][O:12][C:10]1[C:9]([S:14][CH2:15][C:16]2[CH:17]=[CH:18][C:19]([C:22]3[CH:23]=[CH:24][C:25]([C:28]([F:30])([F:31])[F:29])=[CH:26][CH:27]=3)=[CH:20][CH:21]=2)=[CH:8][C:7]([CH3:32])=[C:6]([CH:11]=1)[O:5][CH2:4][C:3]([OH:33])=[O:2]. Reported procedure: The title compound was prepared in the manner analogous to Example 1 using 4A. mp 170-171° C.; 400 MHz 1H NMR (DMSO-d6) δ 7.81 (d, 2H, J=8 Hz), 7.60 (d, 2H, J=8.4 Hz), 7.32 (d, 2H, J=8.4 Hz), 7.02 (s, 1H), 6.52 (s, 1H), 4.70 (s, 2H), 4.03 (s, 2H), 3.73 (s, 3H), 2.00 (s, 3H). MS m/z 463 (M+1). Anal. Calc'd for C24H21F3NO4S.0.1 H2O C, 62.09; H, 4.60. found: C, 62.00; H, 4.36. Starting materials: COC(=O)CC1Cc2ccc(OCCCNc3cc(OC)ccn3)cc2CNC1=O, O, CCOC(=O)CC1Cc2ccc(OCCCNc3ccccn3)cc2CNC1=O. Yields the product COc1ccnc(NCCCOc2ccc3c(c2)CNC(=O)C(CC(=O)O)C3)c1. Reaction SMILES: [CH3:1][O:2][c:3]1[cH:4][c:5]([NH:9][CH2:10][CH2:11][CH2:12][O:13][c:14]2[cH:15][c:16]3[c:17]([cH:29][cH:30]2)[CH2:18][CH:19]([CH2:24][C:25](=[O:26])[O:27][CH3:28])[C:20](=[O:23])[NH:21][CH2:22]3)[n:6][cH:7][cH:8]1.[OH2:60].[n:31]1[cH:32][cH:33][cH:34][cH:35][c:36]1[NH:37][CH2:38][CH2:39][CH2:40][O:41][c:42]1[cH:43][cH:44][c:45]2[c:58]([cH:59]1)[CH2:57][NH:56][C:54](=[O:55])[CH:47]([CH2:48][C:49]([O:50][CH2:51][CH3:52])=[O:53])[CH2:46]2>>[CH3:1][O:2][c:3]1[cH:4][c:5]([NH:9][CH2:10][CH2:11][CH2:12][O:13][c:14]2[cH:15][c:16]3[c:17]([cH:29][cH:30]2)[CH2:18][CH:19]([CH2:24][C:25](=[O:26])[OH:27])[C:20](=[O:23])[NH:21][CH2:22]3)[n:6][cH:7][cH:8]1. The reactants are Cl (hydrochloric acid), IC1=CC=C(C=C1)OC (4-iodoanisole), tetrakis triphenylphosphine palladium (0), C(CCC)[Li] (butyl lithium), CCCCCC (hexane), BrC1=CSC2=C1C=CC=C2 (3-bromobenzothiophene). The reagents and catalysts are [Cl-].[Zn+2].[Cl-] (zinc chloride). Solvent: C(C)OCC (diethyl ether), C(C)OCC (diethyl ether). Reaction conditions: temperature -75 celsius, time 30 minute. Product: COC1=CC=C(C=C1)C=1C2=C(SC1)C=CC=C2 (3-(4-Methoxyphenyl)-benzo[b]thiophene). The yield is 50.6%. As a reaction SMILES: C([Li])CCC.CCCCCC.Br[C:13]1[C:17]2[CH:18]=[CH:19][CH:20]=[CH:21][C:16]=2[S:15][CH:14]=1.I[C:23]1[CH:28]=[CH:27][C:26]([O:29][CH3:30])=[CH:25][CH:24]=1.Cl>C(OCC)C.[Cl-].[Zn+2].[Cl-]>[CH3:30][O:29][C:26]1[CH:27]=[CH:28][C:23]([C:13]2[C:17]3[CH:18]=[CH:19][CH:20]=[CH:21][C:16]=3[S:15][CH:14]=2)=[CH:24][CH:25]=1 |f:6.7.8|. Reported procedure: A solution of butyl lithium in hexane (15 ml, 1.6M; 24 mmole) was added to a stirred solution of 3-bromobenzothiophene (5 g, 23.5 mmole) in diethyl ether (70 ml) at -78° C. The mixture was stirred at -75° C. for 30 minutes and then a solution of anhydrous zinc chloride (3.2 g, 23.5 mmoles) in diethyl ether (70 ml) was added. The mixture was maintained at -70° C. for a further 30 minutes and 4-iodoanisole (5.2 g, 22.2 mmole) and tetrakis triphenylphosphine palladium (0) (1.4 g, 1.2 mmole) were th... Reactants: NC(CC(=O)N1CCC(CC1)N(S(=O)(=O)C1=CC(=CC=C1)C(F)(F)F)C1CC1)CC(C)C (N-[1-(3-Amino-5-methylhexanoyl)piperidin-4-yl]-N-cyclopropyl-3-trifluoromethylbenzenesulfonamide), C=O (paraformaldehyde), [BH-](OC(=O)C)(OC(=O)C)OC(=O)C.[Na+] (Na(OAc)3BH), CC(=O)O (HOAc). Solvent: CO (methanol), CCOC(=O)C (EtOAc). Conditions: time 8 hour. The product is C1(CC1)N(S(=O)(=O)C1=CC(=CC=C1)C(F)(F)F)C1CCN(CC1)C(CC(CC(C)C)NC)=O (N-Cyclopropyl-N-[1-(5-methyl-3-methylamino-hexanoyl)piperidin-4-yl]-3-trifluoromethylbenzenesulfonamide). As a reaction SMILES: [NH2:1][CH:2]([CH2:29][CH:30]([CH3:32])[CH3:31])[CH2:3][C:4]([N:6]1[CH2:11][CH2:10][CH:9]([N:12]([CH:26]2[CH2:28][CH2:27]2)[S:13]([C:16]2[CH:21]=[CH:20][CH:19]=[C:18]([C:22]([F:25])([F:24])[F:23])[CH:17]=2)(=[O:15])=[O:14])[CH2:8][CH2:7]1)=[O:5].C=O.[BH-](OC(C)=O)(OC(C)=O)O[C:37](C)=O.[Na+].CC(O)=O>CO.CCOC(C)=O>[CH:26]1([N:12]([CH:9]2[CH2:10][CH2:11][N:6]([C:4](=[O:5])[CH2:3][CH:2]([NH:1][CH3:37])[CH2:29][CH:30]([CH3:32])[CH3:31])[CH2:7][CH2:8]2)[S:13]([C:16]2[CH:21]=[CH:20][CH:19]=[C:18]([C:22]([F:25])([F:24])[F:23])[CH:17]=2)(=[O:15])=[O:14])[CH2:27][CH2:28]1 |f:2.3|. Reported procedure: To a solution of a compound 46 prepared in Example 30 (0.325 mmol, 150 mg) in methanol (5 mL) was added paraformaldehyde (0.813 mmol, 25 mg), Na(OAc)3BH and a catalytic amount of HOAc at room temperature. The resulting mixture was kept stirred at room temperature overnight. Then EtOAc (20 mL) was added to the mixture and the mixture was washed with saturated NaHCO3 and water. The organic layer was dried over Na2SO4 and concentrated to dryness. The crude product was purified through a column of s...